From a dataset of the Open Reaction Database (ORD), a public repository of structured organic reaction records. describe an organic reaction: reactants, conditions, products, and yield The reactants are CC(C)CC(N)C(=O)O, O, O, OCc1ccccc1, Cc1ccc(S(=O)(=O)O)cc1, c1ccccc1. Product: CC(C)CC(N)C(=O)OCc1ccccc1, Cc1ccc(S(=O)(=O)O)cc1. Reaction SMILES: [NH2:9][CH:10]([CH2:11][CH:12]([CH3:13])[CH3:14])[C:15](=[O:16])[OH:17].[OH2:18].[OH2:30].[OH:1][CH2:2][c:3]1[cH:4][cH:5][cH:6][cH:7][cH:8]1.[c:19]1([CH3:29])[cH:20][cH:21][c:22]([S:25](=[O:26])(=[O:27])[OH:28])[cH:23][cH:24]1.[cH:31]1[cH:32][cH:33][cH:34][cH:35][cH:36]1>>[O:1]([CH2:2][c:3]1[cH:4][cH:5][cH:6][cH:7][cH:8]1)[C:15]([CH:10]([NH2:9])[CH2:11][CH:12]([CH3:13])[CH3:14])=[O:16].[c:19]1([CH3:29])[cH:20][cH:21][c:22]([S:25](=[O:26])(=[O:27])[OH:28])[cH:23][cH:24]1. Reactants: C(CCCCCC)O (1-heptanol), C(=O)C1=CC=C(C(=O)O)C=C1 (4-formylbenzoic acid). Yields the product C(=O)C1=CC=C(C(=O)OCCCCCCC)C=C1 (Heptyl 4-(formyl)benzoate). Reaction SMILES: [CH2:1](O)[CH2:2][CH2:3][CH2:4][CH2:5][CH2:6][CH3:7].[CH:9]([C:11]1[CH:19]=[CH:18][C:14]([C:15]([OH:17])=[O:16])=[CH:13][CH:12]=1)=[O:10]>>[CH:9]([C:11]1[CH:19]=[CH:18][C:14]([C:15]([O:17][CH2:1][CH2:2][CH2:3][CH2:4][CH2:5][CH2:6][CH3:7])=[O:16])=[CH:13][CH:12]=1)=[O:10]. Reported procedure: The title compound was prepared through a condensation between 1-heptanol and 4-formylbenzoic acid. 1H NMR (500 MHz, CDCl3): δ 10.10 (s, 1H), 8.20 (d, J=8.2, 2H), 7.95 (d, J=8.2, 2H), 4.35 (t, J=6.8, 2H), 1.75-1.85 (m, 2H), 1.40-1.50 (m, 2H), 1.25-1.40 (m, 6H), 0.89 (t, J=7.0, 3H). The reactants are CC(=O)CC(C)=O, O=Cc1ccccc1C(F)(F)F, O, O=C(O)C(F)(F)F. Product: CC(=O)C(=Cc1ccccc1C(F)(F)F)C(C)=O. Reaction SMILES: [CH3:13][C:14]([CH2:15][C:16]([CH3:17])=[O:18])=[O:19].[F:1][C:2]([c:3]1[c:4]([CH:5]=[O:6])[cH:7][cH:8][cH:9][cH:10]1)([F:11])[F:12].[OH2:20].[OH:21][C:22]([C:23]([F:24])([F:25])[F:26])=[O:27]>>[F:1][C:2]([c:3]1[c:4]([CH:5]=[C:15]([C:14]([CH3:13])=[O:19])[C:16]([CH3:17])=[O:18])[cH:7][cH:8][cH:9][cH:10]1)([F:11])[F:12]. The reactants are C(C)(C)OC1=C(C=O)C=CC(=C1)C(F)(F)F (2-isopropoxy-4-trifluoromethyl-benzaldehyde), C1(=CC=CC=C1)P(C1=CC=CC=C1)(C1=CC=CC=C1)=CC(=O)OC (methyl (triphenylphosphoranylidene)acetate). The solvent is C1(=CC=CC=C1)C (toluene), C1(=CC=CC=C1)C (Toluene). Run at temperature 80 celsius. The product is COC(C=CC1=C(C=C(C=C1)C(F)(F)F)OC(C)C)=O (3-(2-isopropoxy-4-trifluoromethyl-phenyl)-acrylic acid methyl ester). The yield is 72.0%. Reaction SMILES: [CH:1]([O:4][C:5]1[CH:12]=[C:11]([C:13]([F:16])([F:15])[F:14])[CH:10]=[CH:9][C:6]=1[CH:7]=O)([CH3:3])[CH3:2].C1(P(=[CH:36][C:37]([O:39][CH3:40])=[O:38])(C2C=CC=CC=2)C2C=CC=CC=2)C=CC=CC=1>C1(C)C=CC=CC=1>[CH3:40][O:39][C:37](=[O:38])[CH:36]=[CH:7][C:6]1[CH:9]=[CH:10][C:11]([C:13]([F:16])([F:15])[F:14])=[CH:12][C:5]=1[O:4][CH:1]([CH3:3])[CH3:2]. Procedure details: To a suspension of 2-isopropoxy-N-methoxy-N-methyl-4-trifluoromethyl-benzamide (28 mg, 0.096 mmol) in THF (1.5 mL) was added dropwise 1.0M LiAlH4 (0.048 ml, 0.5 eq) at −60° C. The mixture was slowly warmed up to −20° C. until the reaction was completed. The reaction was slowly quenched with sat'd KHSO4 (1 mL) and then diluted with water (1 mL). The reaction mixture was extracted with ether and the combined organic layer was dried over anhydrous MgSO4, filtered and concentrated under reduced pres... Reactants: [Li+].C[Si](C)(C)[N-][Si](C)(C)C (LiHMDS), C(C)(=O)O.N1=CNC2=C1C=CC=C2 (benzimidazole acetate), NC1=C(C#N)C=CC=C1 (2-aminobenzonitrile). The product is NC1=CC(NC2=CC=CC=C12)=O (4-amino quinolinone). The solvent is C1CCOC1 (THF), C1CCOC1 (THF). Run at time 20 minute. Procedure: LiHMDS (3-4 eq) was added to the benzimidazole acetate (1.0 eq) in THF (at a constant temperature ranging from −78° C. to 0° C). After 20 minutes, a solution of the 2-aminobenzonitrile (1.1 eq) in THF was then added. The resulting mixture was allowed to warm to room temperature, stirred for 1-3 hours and was then heated to approx. 40° C. −65° C. (1 hour to 12 hours). The mixture was cooled to 0° C. and quenched with NH4Cl (aq, saturated). The aqueous phase was extracted with CH2Cl2 or EtOAc, and... As a reaction SMILES: [Li+].C[Si]([N-][Si](C)(C)C)(C)C.[C:11]([OH:14])(=O)[CH3:12].N1C2C=CC=CC=2NC=1.[NH2:24][C:25]1[CH:32]=[CH:31][CH:30]=[CH:29][C:26]=1[C:27]#[N:28]>C1COCC1>[NH2:28][C:27]1[C:26]2[C:25](=[CH:32][CH:31]=[CH:30][CH:29]=2)[NH:24][C:11](=[O:14])[CH:12]=1 |f:0.1,2.3|. Reactants: CCOC(=O)c1nc(C)ccc1Nc1cc(C2CC2)nn1C, Nc1ccc(F)cn1. Yields the product Cc1ccc(Nc2cc(C3CC3)nn2C)c(C(=O)Nc2ccc(F)cn2)n1. RXN SMILES: [CH2:1]([O:2][C:4](=[O:5])[c:6]1[n:7][c:8]([CH3:22])[cH:9][cH:10][c:11]1[NH:12][c:13]1[n:14]([CH3:21])[n:15][c:16]([CH:18]2[CH2:19][CH2:20]2)[cH:17]1)[CH3:3].[NH2:23][c:24]1[n:25][cH:26][c:27]([F:30])[cH:28][cH:29]1>>[C:4](=[O:5])([c:6]1[n:7][c:8]([CH3:22])[cH:9][cH:10][c:11]1[NH:12][c:13]1[n:14]([CH3:21])[n:15][c:16]([CH:18]2[CH2:19][CH2:20]2)[cH:17]1)[NH:23][c:24]1[n:25][cH:26][c:27]([F:30])[cH:28][cH:29]1. Starting materials: C1(CC1)N(S(=O)(=O)C1=C(C=C(C=C1C)OC)C)CC1=CC(=CO1)C(=O)O (5-({cyclopropyl[(4-methoxy-2,6-dimethylphenyl)sulfonyl]amino}methyl)furan-3-carboxylic acid), CCN(C(C)C)C(C)C (DIPEA), Cl.Cl.Cl.CN(C1CN(CC1)CC1=CC=C(C=C1)CNC)C (N,N-dimethyl-1-{4-[(methylamino)methyl]benzyl}pyrrolidin-3-amine trihydrochloride), CCN=C=NCCCN(C)C (EDCI), C=1C=CC2=C(C1)N=NN2O (HOBt). The solvent is C(Cl)Cl (DCM). Product: C1(CC1)N(S(=O)(=O)C1=C(C=C(C=C1C)OC)C)CC1=CC(=CO1)C(=O)N(C)CC1=CC=C(C=C1)CN1CC(CC1)N(C)C (5-({Cyclopropyl[(4-methoxy-2,6-dimethylphenyl)sulfonyl]amino}methyl)-N-(4-{[3-(dimethylamino)pyrrolidin-1-yl]methyl}benzyl)-N-methylfuran-3-carboxamide). As a reaction SMILES: [CH:1]1([N:4]([CH2:18][C:19]2[O:23][CH:22]=[C:21]([C:24]([OH:26])=O)[CH:20]=2)[S:5]([C:8]2[C:13]([CH3:14])=[CH:12][C:11]([O:15][CH3:16])=[CH:10][C:9]=2[CH3:17])(=[O:7])=[O:6])[CH2:3][CH2:2]1.CCN=C=NCCCN(C)C.C1C=CC2N(O)N=NC=2C=1.CCN(C(C)C)C(C)C.Cl.Cl.Cl.[CH3:60][N:61]([CH3:77])[CH:62]1[CH2:66][CH2:65][N:64]([CH2:67][C:68]2[CH:73]=[CH:72][C:71]([CH2:74][NH:75][CH3:76])=[CH:70][CH:69]=2)[CH2:63]1>C(Cl)Cl>[CH:1]1([N:4]([CH2:18][C:19]2[O:23][CH:22]=[C:21]([C:24]([N:75]([CH2:74][C:71]3[CH:70]=[CH:69][C:68]([CH2:67][N:64]4[CH2:65][CH2:66][CH:62]([N:61]([CH3:60])[CH3:77])[CH2:63]4)=[CH:73][CH:72]=3)[CH3:76])=[O:26])[CH:20]=2)[S:5]([C:8]2[C:13]([CH3:14])=[CH:12][C:11]([O:15][CH3:16])=[CH:10][C:9]=2[CH3:17])(=[O:7])=[O:6])[CH2:2][CH2:3]1 |f:4.5.6.7|. Procedure details: The title compound was prepared according to general procedure BH using 5-({cyclopropyl[(4-methoxy-2,6-dimethylphenyl)sulfonyl]amino}methyl)furan-3-carboxylic acid (40 mg, 0.105 mmol), EDCI (29 mg, 0.15 mmol), HOBt (22 mg, 0.16 mmol), DIPEA (0.04 mL, 0.22 mmol), N,N-dimethyl-1-{4-[(methylamino)methyl]benzyl}pyrrolidin-3-amine trihydrochloride (34 mg, 0.13 mmol) and DCM (10 mL). Starting materials: O (water), OC1=CC=C(C=C1)S (p-hydroxythiophenol), C(CCCCCCCCCCCCCCCCC)Cl (octadecyl chloride), C([O-])([O-])=O.[K+].[K+] (potassium carbonate). Run in CN(C=O)C (N,N-dimethylformamide). Reaction conditions: temperature 80 celsius. Yields the product OC1=CC=C(C=C1)SCCCCCCCCCCCCCCCCCC (1-(4-hydroxyphenylthio)-n-octadecane). Isolated yield 69.0%. RXN SMILES: [OH:1][C:2]1[CH:7]=[CH:6][C:5]([SH:8])=[CH:4][CH:3]=1.C(=O)([O-])[O-].[K+].[K+].[CH2:15](Cl)[CH2:16][CH2:17][CH2:18][CH2:19][CH2:20][CH2:21][CH2:22][CH2:23][CH2:24][CH2:25][CH2:26][CH2:27][CH2:28][CH2:29][CH2:30][CH2:31][CH3:32].O>CN(C)C=O>[OH:1][C:2]1[CH:7]=[CH:6][C:5]([S:8][CH2:32][CH2:31][CH2:30][CH2:29][CH2:28][CH2:27][CH2:26][CH2:25][CH2:24][CH2:23][CH2:22][CH2:21][CH2:20][CH2:19][CH2:18][CH2:17][CH2:16][CH3:15])=[CH:4][CH:3]=1 |f:1.2.3|. Reported procedure: Under a nitrogen atmosphere, p-hydroxythiophenol (126 g) was dissolved in N,N-dimethylformamide (600 ml) and thereto was added potassium carbonate (152 g). Thereto was added octadecyl chloride (318 g), followed by heating at 80° C. for 2 hours. After completion of the reaction, the reaction mixture was poured into water to precipitate a white solid. Thereto was added 5% hydrochloric acid to adjust the pH to acidic state and then, the white solid was filtered off under reduced pressure and then r... The reactants are [OH-].[Na+] (sodium hydroxide), O=C1NC(=NC=C1C(=O)OCC)C1=CC=CC=C1 (ethyl 3,4-dihydro-4-oxo-2-phenylpyrimidine-5-carboxylate), P(=O)(Cl)(Cl)Cl (phosphorus oxychloride), ice water. The product is ClC1=NC(=NC=C1C(=O)OCC)C1=CC=CC=C1 (ethyl 4-chloro-2-phenylpyrimidine-5-carboxylate). Conditions: temperature 90 celsius, time 4 hour. RXN SMILES: O=[C:2]1[C:7]([C:8]([O:10][CH2:11][CH3:12])=[O:9])=[CH:6][N:5]=[C:4]([C:13]2[CH:18]=[CH:17][CH:16]=[CH:15][CH:14]=2)[NH:3]1.P(Cl)(Cl)([Cl:21])=O.[OH-].[Na+]>>[Cl:21][C:2]1[C:7]([C:8]([O:10][CH2:11][CH3:12])=[O:9])=[CH:6][N:5]=[C:4]([C:13]2[CH:18]=[CH:17][CH:16]=[CH:15][CH:14]=2)[N:3]=1 |f:2.3|. Procedure details: A mixture of ethyl 3,4-dihydro-4-oxo-2-phenylpyrimidine-5-carboxylate (12 g) and phosphorus oxychloride (22.6 g) is stirred at 90° C. for four hours. The reaction mixture is poured into ice-water, and the mixture is neutralized with 1N aqueous sodium hydroxide solution. The precipitates are collected by filtration, and washed with water to give the desired compound (11 g). Isolated yield 85.2%.